Dataset: the Open Reaction Database (ORD), a public repository of structured organic reaction records. Task: describe an organic reaction: reactants, conditions, products, and yield Reaction SMILES: [N:1]([CH:4]([CH3:6])[CH3:5])=[C:2]=[O:3].Cl.[CH3:8][N:9]1[CH2:14][CH2:13][N:12]([C:15]2[CH:20]=[C:19]([C:21]3[CH:30]=[C:29]4[C:24]([CH2:25][CH2:26][NH:27][CH2:28]4)=[CH:23][CH:22]=3)[N:18]=[C:17]([NH2:31])[N:16]=2)[CH2:11][CH2:10]1>>[NH2:31][C:17]1[N:18]=[C:19]([C:21]2[CH:30]=[C:29]3[C:24]([CH2:25][CH2:26][N:27]([C:2]([NH:1][CH:4]([CH3:6])[CH3:5])=[O:3])[CH2:28]3)=[CH:23][CH:22]=2)[CH:20]=[C:15]([N:12]2[CH2:11][CH2:10][N:9]([CH3:8])[CH2:14][CH2:13]2)[N:16]=1 |f:1.2|. Product: NC1=NC(=CC(=N1)C1=CC=C2CCN(CC2=C1)C(=O)NC(C)C)N1CCN(CC1)C (7-[2-Amino-6-(4-methylpiperazin-1-yl)pyrimidin-4-yl]-N-isopropyl-3,4-dihydroisoquinoline-2(1H)-carboxamide). Reported procedure: This compound was prepared from 2-isocyanatopropane and 4-(4-methylpiperazin-1-yl)-6-(1,2,3,4-tetrahydroisoquinolin-7-yl)pyrimidin-2-amine HCl salt using procedures analogous to those for Example 5. Analytic LCMS (M+H)+: m/z=410.4. The reactants are N(=C=O)C(C)C (2-isocyanatopropane), Cl.CN1CCN(CC1)C1=NC(=NC(=C1)C1=CC=C2CCNCC2=C1)N (4-(4-methylpiperazin-1-yl)-6-(1,2,3,4-tetrahydroisoquinolin-7-yl)pyrimidin-2-amine HCl salt). Solvent: ClC(C)Cl (dichloroethane). Starting materials: ClC=1C(=NC(=NC1)NC1=C(C=CC=C1)OC)NC=1C=CC(=C2CN(C(C12)=O)C)N1CCNCC1 (7-[5-chloro-2-(2-methoxy-phenylamino)-pyrimidin-4-ylamino]-2-methyl-4-piperazin-1-yl-2,3-dihydro-isoindol-1-one), C=O (formaldehyde), [OH-].[Na+] (sodium hydroxide), triacetoxy sodium borohydride. Procedure details: To a solution of 7-[5-chloro-2-(2-methoxy-phenylamino)-pyrimidin-4-ylamino]-2-methyl-4-piperazin-1-yl-2,3-dihydro-isoindol-1-one (2.0 g, 4.17 mmol) in dichloroethane (50 mL), formaldehyde (380 μL, 5.0 mmol) is added and the mixture is stirred at room temperature for 1.5 hours. After addition of triacetoxy sodium borohydride (1.06 g, 5.0 mmol), the mixture is stirred at room temperature for 1.5 hours. The mixture is poured into 1N sodium hydroxide and stirred at room temperature for 10 min, then ... Yield: 58.3%. As a reaction SMILES: [Cl:1][C:2]1[C:3]([NH:17][C:18]2[CH:19]=[CH:20][C:21]([N:29]3[CH2:34][CH2:33][NH:32][CH2:31][CH2:30]3)=[C:22]3[C:26]=2[C:25](=[O:27])[N:24]([CH3:28])[CH2:23]3)=[N:4][C:5]([NH:8][C:9]2[CH:14]=[CH:13][CH:12]=[CH:11][C:10]=2[O:15][CH3:16])=[N:6][CH:7]=1.[CH2:35]=O.[OH-].[Na+]>ClC(Cl)C>[Cl:1][C:2]1[C:3]([NH:17][C:18]2[CH:19]=[CH:20][C:21]([N:29]3[CH2:34][CH2:33][N:32]([CH3:35])[CH2:31][CH2:30]3)=[C:22]3[C:26]=2[C:25](=[O:27])[N:24]([CH3:28])[CH2:23]3)=[N:4][C:5]([NH:8][C:9]2[CH:14]=[CH:13][CH:12]=[CH:11][C:10]=2[O:15][CH3:16])=[N:6][CH:7]=1 |f:2.3|. Product: ClC=1C(=NC(=NC1)NC1=C(C=CC=C1)OC)NC=1C=CC(=C2CN(C(C12)=O)C)N1CCN(CC1)C (7-[5-Chloro-2-(2-methoxy-phenylamino)-pyrimidin-4-ylamino]-2-methyl-4-(4-methyl-piperazin-1-yl)-2,3-dihydro-isoindol-1-one). Reaction conditions: time 1.5 hour. Starting materials: CC(C)(C)[Si](C)(C)OCCCN1C(=O)C(NC(=O)c2cc3cc(Cl)ccc3[nH]2)Cc2ccccc21, CCCC[N+](CCCC)(CCCC)CCCC, C1CCOC1, [F-]. The product is O=C(NC1Cc2ccccc2N(CCCO)C1=O)c1cc2cc(Cl)ccc2[nH]1. Reaction SMILES: [C:19]([Si:20]([CH3:21])([CH3:22])[O:24][CH2:25][CH2:26][CH2:27][N:28]1[C:29](=[O:51])[CH:30]([NH:38][C:39](=[O:40])[c:41]2[nH:42][c:43]3[cH:44][cH:45][c:46]([Cl:50])[cH:47][c:48]3[cH:49]2)[CH2:31][c:32]2[cH:33][cH:34][cH:35][cH:36][c:37]21)([CH3:23])([CH3:52])[CH3:53].[CH2:2]([N+:3]([CH2:4][CH2:5][CH2:6][CH3:7])([CH2:8][CH2:9][CH2:10][CH3:11])[CH2:12][CH2:13][CH2:14][CH3:15])[CH2:16][CH2:17][CH3:18].[CH2:54]1[O:55][CH2:56][CH2:57][CH2:58]1.[F-:1]>>[OH:24][CH2:25][CH2:26][CH2:27][N:28]1[C:29](=[O:51])[CH:30]([NH:38][C:39](=[O:40])[c:41]2[nH:42][c:43]3[cH:44][cH:45][c:46]([Cl:50])[cH:47][c:48]3[cH:49]2)[CH2:31][c:32]2[cH:33][cH:34][cH:35][cH:36][c:37]21.